This data is from the Open Reaction Database (ORD), a public repository of structured organic reaction records. The task is: describe an organic reaction: reactants, conditions, products, and yield Starting materials: CO, O=C[O-], Cc1cn(-c2ccc([N+](=O)[O-])cc2F)cn1, [NH4+], C1CCOC1. The product is Cc1cn(-c2ccc(N)cc2F)cn1. Reaction SMILES: [CH3:21][OH:22].[CH:17]([O-:18])=[O:19].[F:1][c:2]1[cH:3][c:4]([N+:14]([O-:15])=[O:16])[cH:5][cH:6][c:7]1-[n:8]1[cH:9][n:10][c:11]([CH3:13])[cH:12]1.[NH4+:20].[O:23]1[CH2:24][CH2:25][CH2:26][CH2:27]1>>[F:1][c:2]1[cH:3][c:4]([NH2:14])[cH:5][cH:6][c:7]1-[n:8]1[cH:9][n:10][c:11]([CH3:13])[cH:12]1. Starting materials: C(C)C1C(CC(C(C(OC(C2CCCCN2C(C(C2(C(CC(C(C(CC(CC(=C1)C)C)OC)O2)OC)C)O)=O)=O)=O)C(=CC2CC(C(CC2)O)OC)C)C)O)=O (17-ethyl-1,14-dihydroxy-12-[2'-(4"-hydroxy-3"-methoxycyclohexyl)-1'-methylvinyl]-23,25-dimethoxy-13,19,21,27-tetramethyl-11,28-dioxa-4-azatricyclo[22.3.1.04,9 ]octacos-18-ene-2,3,10,16-tetraone), C(C)(=O)O.C(C)(=O)O.C1=C(C=CC2=CC=CC=C12)[Bi](C1=CC2=CC=CC=C2C=C1)C1=CC2=CC=CC=C2C=C1 (tri(2-naphthyl)bismuth diacetate), C(C)(=O)O (acetic acid), C(O)(O)=O.C1=C(C=CC2=CC=CC=C12)[Bi](C1=CC2=CC=CC=C2C=C1)C1=CC2=CC=CC=C2C=C1 (tri(2-naphthyl)bismuth carbonate). Reagents/catalysts: CC(=O)[O-].CC(=O)[O-].[Cu+2] (Cu(OAc)2). Run in C(Cl)Cl (CH2Cl2), C(=O)(O)[O-].[Na+] (NaHCO3), C(Cl)Cl (CH2Cl2). Conditions: temperature 40 celsius, time 4 hour. Product: C(C)C1C(CC(C(C(OC(C2CCCCN2C(C(C2(C(CC(C(C(CC(CC(=C1)C)C)OC)O2)OC)C)O)=O)=O)=O)C(=CC2CC(C(CC2)OC2=CC1=CC=CC=C1C=C2)OC)C)C)O)=O (17-ethyl-1,14-dihydroxy-12-[2'-(4"-(naphth-2-yloxy)-3"-methoxycyclohexyl)-1'-methylvinyl]-23,25-dimethoxy-13,19,21,27-tetramethyl-11,28-dioxa-4-azatricyclo[22.3.1.04,9 ]-octacos-18-ene-2,3,10,16-tetraone). Reaction SMILES: [CH2:1]([CH:3]1[CH:29]=[C:28]([CH3:30])[CH2:27][CH:26]([CH3:31])[CH2:25][CH:24]([O:32][CH3:33])[CH:23]2[O:34][C:19]([OH:38])([CH:20]([CH3:37])[CH2:21][CH:22]2[O:35][CH3:36])[C:18](=[O:39])[C:17](=[O:40])[N:16]2[CH:11]([CH2:12][CH2:13][CH2:14][CH2:15]2)[C:10](=[O:41])[O:9][CH:8]([C:42]([CH3:53])=[CH:43][CH:44]2[CH2:49][CH2:48][CH:47]([OH:50])[CH:46]([O:51][CH3:52])[CH2:45]2)[CH:7]([CH3:54])[CH:6]([OH:55])[CH2:5][C:4]1=[O:56])[CH3:2].C(O)(=O)C.C(O)(=O)C.[CH:65]1[C:74]2[C:69](=[CH:70][CH:71]=[CH:72][CH:73]=2)[CH:68]=[CH:67][C:66]=1[Bi](C1C=CC2C(=CC=CC=2)C=1)C1C=CC2C(=CC=CC=2)C=1.C(O)(=O)C.C(=O)(O)O.C1C2C(=CC=CC=2)C=CC=1[Bi](C1C=CC2C(=CC=CC=2)C=1)C1C=CC2C(=CC=CC=2)C=1>C(Cl)Cl.C([O-])(O)=O.[Na+].CC([O-])=O.CC([O-])=O.[Cu+2]>[CH2:1]([CH:3]1[CH:29]=[C:28]([CH3:30])[CH2:27][CH:26]([CH3:31])[CH2:25][CH:24]([O:32][CH3:33])[CH:23]2[O:34][C:19]([OH:38])([CH:20]([CH3:37])[CH2:21][CH:22]2[O:35][CH3:36])[C:18](=[O:39])[C:17](=[O:40])[N:16]2[CH:11]([CH2:12][CH2:13][CH2:14][CH2:15]2)[C:10](=[O:41])[O:9][CH:8]([C:42]([CH3:53])=[CH:43][CH:44]2[CH2:49][CH2:48][CH:47]([O:50][C:67]3[CH:66]=[CH:65][C:74]4[C:69](=[CH:70][CH:71]=[CH:72][CH:73]=4)[CH:68]=3)[CH:46]([O:51][CH3:52])[CH2:45]2)[CH:7]([CH3:54])[CH:6]([OH:55])[CH2:5][C:4]1=[O:56])[CH3:2] |f:1.2.3,5.6,8.9,10.11.12|. Procedure details: To a stirred mixture of 17-ethyl-1,14-dihydroxy-12-[2'-(4"-hydroxy-3"-methoxycyclohexyl)-1'-methylvinyl]-23,25-dimethoxy-13,19,21,27-tetramethyl-11,28-dioxa-4-azatricyclo[22.3.1.04,9 ]octacos-18-ene-2,3,10,16-tetraone (150 mg, 0.189 mmol, 1 eq) and Cu(OAc)2 (6 mg, 0.033 mmol, 0.17 eq) in CH2Cl2 (2.5 mL) in a round bottom flask equipped with a magnetic stir-bar was added tri(2-naphthyl)bismuth diacetate [prepared immediately prior to use by addition of acetic acid (0.075 ml, 1.31 mmol, 6.9 eq) to... Reactants: N=C=O (imino-ketone), N(O)=C(C(C)=O)CCCC (3-oximino-2-heptanone), [ 3 ], CC(CCCCC)=O (2-heptanone), N(=O)Cl (nitrosyl chloride). The reagents and catalysts are [Zn] (zinc). Solvent: C(C)(=O)O (acetic acid). Yields the product CC1=NC(=C(N=C1CCCC)C)CCCC (2,5-dimethyl-3,6-dibutyl-pyrazine). As a reaction SMILES: [N:1](=[C:3]([CH2:7][CH2:8][CH2:9][CH3:10])[C:4](=O)[CH3:5])O.[CH3:11][C:12](=O)[CH2:13][CH2:14][CH2:15][CH2:16][CH3:17].[N:19](Cl)=O.N=C=O>[Zn].C(O)(=O)C>[CH3:11][C:12]1[C:13]([CH2:14][CH2:15][CH2:16][CH3:17])=[N:19][C:4]([CH3:5])=[C:3]([CH2:7][CH2:8][CH2:9][CH3:10])[N:1]=1. Procedure details: e. 2,5-Dimethyl-3,6-dibutyl-pyrazine was prepared by first forming 3-oximino-2-heptanone by reacting 2-heptanone with nitrosyl chloride according to the method of BOUVEAULT, Bull. [3] 31, 1163 (1904). The autocondensation of two moles of the imino-ketone in the presence of zinc and acetic acid [according to the method described in Chimia 11, 310 (1957)] yielded 2,5-dimethyl-3,6-dibutyl-pyrazine which had a b.p. of 18°C./0.002 mm. Hg. The reactants are Cc1ccc(F)cc1Br, O=C([O-])[O-], CCCCCCC, CCOC(C)=O, COCCOC, [K+], [K+], OB(O)c1ccccc1, c1ccc(P(c2ccccc2)(c2ccccc2)[Pd](P(c2ccccc2)(c2ccccc2)c2ccccc2)(P(c2ccccc2)(c2ccccc2)c2ccccc2)P(c2ccccc2)(c2ccccc2)c2ccccc2)cc1. The product is Cc1ccc(F)cc1-c1ccccc1. As a reaction SMILES: [Br:16][c:17]1[c:18]([CH3:24])[cH:19][cH:20][c:21]([F:23])[cH:22]1.[C:1](=[O:2])([O-:3])[O-:4].[CH3:114][CH2:115][CH2:116][CH2:117][CH2:118][CH2:119][CH3:120].[CH3:25][CH2:26][O:27][C:28](=[O:29])[CH3:30].[CH3:31][O:32][CH2:33][CH2:34][O:35][CH3:36].[K+:5].[K+:6].[OH:7][B:8]([OH:9])[c:10]1[cH:11][cH:12][cH:13][cH:14][cH:15]1.[cH:37]1[cH:38][cH:39][c:40]([P:41]([Pd:42]([P:43]([c:44]2[cH:45][cH:46][cH:47][cH:48][cH:49]2)([c:50]2[cH:51][cH:52][cH:53][cH:54][cH:55]2)[c:56]2[cH:57][cH:58][cH:59][cH:60][cH:61]2)([P:62]([c:63]2[cH:64][cH:65][cH:66][cH:67][cH:68]2)([c:69]2[cH:70][cH:71][cH:72][cH:73][cH:74]2)[c:75]2[cH:76][cH:77][cH:78][cH:79][cH:80]2)[P:81]([c:82]2[cH:83][cH:84][cH:85][cH:86][cH:87]2)([c:88]2[cH:89][cH:90][cH:91][cH:92][cH:93]2)[c:94]2[cH:95][cH:96][cH:97][cH:98][cH:99]2)([c:100]2[cH:101][cH:102][cH:103][cH:104][cH:105]2)[c:106]2[cH:107][cH:108][cH:109][cH:110][cH:111]2)[cH:112][cH:113]1>>[c:10]1(-[c:17]2[c:18]([CH3:24])[cH:19][cH:20][c:21]([F:23])[cH:22]2)[cH:11][cH:12][cH:13][cH:14][cH:15]1.